This data is from the Open Reaction Database (ORD), a public repository of structured organic reaction records. The task is: describe an organic reaction: reactants, conditions, products, and yield Reaction SMILES: [CH2:1]([CH3:2])[N:3]([C:4](=[O:5])[Cl:6])[CH2:7][CH3:8].[ClH:21].[cH:22]1[cH:23][cH:24][n:25][cH:26][cH:27]1.[nH:9]1[n:10][c:11]([S:14](=[O:15])(=[O:16])[CH2:17][CH:18]2[CH2:19][CH2:20]2)[n:12][cH:13]1>>[CH2:1]([CH3:2])[N:3]([C:4](=[O:5])[n:9]1[n:10][c:11]([S:14](=[O:15])(=[O:16])[CH2:17][CH:18]2[CH2:19][CH2:20]2)[n:12][cH:13]1)[CH2:7][CH3:8]. Yields the product CCN(CC)C(=O)n1cnc(S(=O)(=O)CC2CC2)n1. Starting materials: CCN(CC)C(=O)Cl, Cl, c1ccncc1, O=S(=O)(CC1CC1)c1nc[nH]n1. Starting materials: C=CC(=O)OCCCCCCOc1ccc(C(=O)Oc2ccc(OC(=O)c3ccc(OCCCCCCOC(=O)C=C)cc3)c(C(=O)O)c2)cc1, C=CC(=O)OCCCCCCOc1ccc(C(=O)Oc2ccc(CO)cc2)cc1, CN(C)c1ccncc1, C(=NC1CCCCC1)=NC1CCCCC1, ClCCl, O. Product: C=CC(=O)OCCCCCCOc1ccc(C(=O)Oc2ccc(COC(=O)c3cc(OC(=O)c4ccc(OCCCCCCOC(=O)C=C)cc4)ccc3OC(=O)c3ccc(OCCCCCCOC(=O)C=C)cc3)cc2)cc1. RXN SMILES: [C:16]([CH:17]=[CH2:18])(=[O:19])[O:20][CH2:21][CH2:22][CH2:23][CH2:24][CH2:25][CH2:26][O:27][c:28]1[cH:29][cH:30][c:31]([C:34](=[O:35])[O:36][c:37]2[c:38]([C:39](=[O:40])[OH:41])[cH:42][c:43]([O:46][C:47](=[O:48])[c:49]3[cH:50][cH:51][c:52]([O:55][CH2:56][CH2:57][CH2:58][CH2:59][CH2:60][CH2:61][O:62][C:63]([CH:64]=[CH2:65])=[O:66])[cH:53][cH:54]3)[cH:44][cH:45]2)[cH:32][cH:33]1.[C:67]([CH:68]=[CH2:69])(=[O:70])[O:71][CH2:72][CH2:73][CH2:74][CH2:75][CH2:76][CH2:77][O:78][c:79]1[cH:80][cH:81][c:82]([C:85](=[O:86])[O:87][c:88]2[cH:89][cH:90][c:91]([CH2:94][OH:95])[cH:92][cH:93]2)[cH:83][cH:84]1.[CH3:97][N:98]([CH3:99])[c:100]1[cH:101][cH:102][n:103][cH:104][cH:105]1.[CH:1]1([N:2]=[C:3]=[N:4][CH:5]2[CH2:6][CH2:7][CH2:8][CH2:9][CH2:10]2)[CH2:11][CH2:12][CH2:13][CH2:14][CH2:15]1.[Cl:106][CH2:107][Cl:108].[OH2:96]>>[C:16]([CH:17]=[CH2:18])(=[O:19])[O:20][CH2:21][CH2:22][CH2:23][CH2:24][CH2:25][CH2:26][O:27][c:28]1[cH:29][cH:30][c:31]([C:34](=[O:35])[O:36][c:37]2[c:38]([C:39](=[O:40])[O:41][CH2:94][c:91]3[cH:90][cH:89][c:88]([O:87][C:85]([c:82]4[cH:81][cH:80][c:79]([O:78][CH2:77][CH2:76][CH2:75][CH2:74][CH2:73][CH2:72][O:71][C:67]([CH:68]=[CH2:69])=[O:70])[cH:84][cH:83]4)=[O:86])[cH:93][cH:92]3)[cH:42][c:43]([O:46][C:47](=[O:48])[c:49]3[cH:50][cH:51][c:52]([O:55][CH2:56][CH2:57][CH2:58][CH2:59][CH2:60][CH2:61][O:62][C:63]([CH:64]=[CH2:65])=[O:66])[cH:53][cH:54]3)[cH:44][cH:45]2)[cH:32][cH:33]1. RXN SMILES: [Br:17][CH2:18][C:19](=[O:20])[c:21]1[cH:22][n:23][cH:24][cH:25][cH:26]1.[BrH:16].[CH2:27]1[O:28][CH2:29][CH2:30][CH2:31]1.[CH3:1][O:2][c:3]1[cH:4][c:5]([C:6](=[O:7])[CH2:8][C:9]#[N:10])[cH:11][cH:12][cH:13]1.[H-:14].[Na+:15]>>[CH3:1][O:2][c:3]1[cH:4][c:5]([C:6](=[O:7])[CH:8]([C:9]#[N:10])[CH2:18][C:19](=[O:20])[c:21]2[cH:22][n:23][cH:24][cH:25][cH:26]2)[cH:11][cH:12][cH:13]1. The product is COc1cccc(C(=O)C(C#N)CC(=O)c2cccnc2)c1. The reactants are O=C(CBr)c1cccnc1, Br, C1CCOC1, COc1cccc(C(=O)CC#N)c1, [H-], [Na+]. Starting materials: [BH4-], COCC(=O)c1ccc(Br)nc1, CCO, [Na+], C1CCOC1, O=C(O)CC(O)(CC(=O)O)C(=O)O. Product: COCC(O)c1ccc(Br)nc1. RXN SMILES: [BH4-:18].[Br:1][c:2]1[cH:3][cH:4][c:5]([C:8]([CH2:9][O:10][CH3:11])=[O:12])[cH:6][n:7]1.[CH3:33][CH2:34][OH:35].[Na+:19].[O:13]1[CH2:14][CH2:15][CH2:16][CH2:17]1.[OH:20][C:21]([CH2:22][C:23]([C:24](=[O:25])[OH:26])([CH2:27][C:28](=[O:29])[OH:30])[OH:31])=[O:32]>>[Br:1][c:2]1[cH:3][cH:4][c:5]([CH:8]([CH2:9][O:10][CH3:11])[OH:12])[cH:6][n:7]1.